The task is: describe an organic reaction: reactants, conditions, products, and yield. This data is from the Open Reaction Database (ORD), a public repository of structured organic reaction records. Starting materials: CN(C)Cc1cccc(OCCCN)c1, CN(C)Cc1ccc(Cc2cnc(N[N+](=O)[O-])[nH]c2=O)s1. Yields the product CN(C)Cc1cccc(OCCCNc2ncc(Cc3ccc(CN(C)C)s3)c(=O)[nH]2)c1. Reaction SMILES: [CH3:1][N:2]([CH3:3])[CH2:4][c:5]1[cH:6][c:7]([O:8][CH2:9][CH2:10][CH2:11][NH2:12])[cH:13][cH:14][cH:15]1.[N+:16]([NH:17][c:20]1[n:21][cH:22][c:23]([CH2:27][c:28]2[s:29][c:30]([CH2:33][N:34]([CH3:35])[CH3:36])[cH:31][cH:32]2)[c:24](=[O:26])[nH:25]1)([O-:18])=[O:19]>>[CH3:1][N:2]([CH3:3])[CH2:4][c:5]1[cH:6][c:7]([O:8][CH2:9][CH2:10][CH2:11][NH:12][c:20]2[n:21][cH:22][c:23]([CH2:27][c:28]3[s:29][c:30]([CH2:33][N:34]([CH3:35])[CH3:36])[cH:31][cH:32]3)[c:24](=[O:26])[nH:25]2)[cH:13][cH:14][cH:15]1. Reactants: O=C(O)c1ccccc1B(O)O, COc1ccc(-c2nc3c(cc2F)CN(C(C)=O)c2ccccc2C=C3)cn1, CC(=O)N1Cc2nc(Cl)ccc2C=Cc2ccccc21. The product is CC(=O)N1Cc2nc(-c3ccccc3C(=O)O)ccc2C=Cc2ccccc21. Reaction SMILES: [C:21](=[O:22])([OH:23])[c:24]1[c:25]([B:30]([OH:31])[OH:32])[cH:26][cH:27][cH:28][cH:29]1.[C:33]([N:34]1[c:35]2[cH:36][cH:37][cH:38][cH:39][c:40]2[CH:41]=[CH:42][c:43]2[n:44][c:45](-[c:46]3[cH:47][n:48][c:49]([O:50][CH3:51])[cH:52][cH:53]3)[c:54]([F:55])[cH:56][c:57]2[CH2:58]1)(=[O:59])[CH3:60].[Cl:1][c:2]1[n:3][c:4]2[c:5]([cH:19][cH:20]1)[CH:6]=[CH:7][c:8]1[c:9]([cH:15][cH:16][cH:17][cH:18]1)[N:10]([C:12]([CH3:13])=[O:14])[CH2:11]2>>[c:2]1(-[c:25]2[c:24]([C:21](=[O:22])[OH:23])[cH:29][cH:28][cH:27][cH:26]2)[n:3][c:4]2[c:5]([cH:19][cH:20]1)[CH:6]=[CH:7][c:8]1[c:9]([cH:15][cH:16][cH:17][cH:18]1)[N:10]([C:12]([CH3:13])=[O:14])[CH2:11]2. The reactants are Cl (HCl), N(=O)[O-].[Na+] (sodium nitrite), ClC1=C(C(=CC=C1)Cl)C(CC(C(=O)OCC)=O)=O (ethyl 4-(2,6-dichlorophenyl)-2,4-dioxobutanoate). Solvent: CCO (EtOH). The product is ClC1=C(C(=CC=C1)Cl)C(C(C(C(=O)OCC)=O)=NO)=O (Ethyl 4-(2,6-dichlorophenyl)-3-(hydroxyimino)-2,4-dioxobutanoate). As a reaction SMILES: Cl.[N:2]([O-:4])=O.[Na+].[Cl:6][C:7]1[CH:12]=[CH:11][CH:10]=[C:9]([Cl:13])[C:8]=1[C:14](=[O:23])[CH2:15][C:16](=[O:22])[C:17]([O:19][CH2:20][CH3:21])=[O:18]>CCO>[Cl:6][C:7]1[CH:12]=[CH:11][CH:10]=[C:9]([Cl:13])[C:8]=1[C:14](=[O:23])[C:15](=[N:2][OH:4])[C:16](=[O:22])[C:17]([O:19][CH2:20][CH3:21])=[O:18] |f:1.2|. Procedure details: Slowly bubble N2O3 gas (generated by the dropwise addition of concentrated HCl into an aqueous solution of sodium nitrite) into a stirred solution of ethyl 4-(2,6-dichlorophenyl)-2,4-dioxobutanoate (14.4 g, 50 mmol) in EtOH (300 mL) until the reaction is complete (as determined by TLC). Remove the EtOH by evaporation under reduced pressure and partition the residue between EtOAc and water. Dry the organic extract over MgSO4 and evaporate in vacuo to obtain the title compound which is used in the... Reactants: C(CCC)C1=NC2=C(N1CC1=CC=C(C=C1)C=1C(=CC=CC1)C(=O)OC(C)(C)C)C=C(C=C2)N(C(=O)N(C)C)CCCCC (tert.butyl 4'-[(2-n-butyl-6-(N-(dimethylaminocarbonyl)-n-pentylamino)-benzimidazol-1-yl)-methyl]biphenyl-2-carboxylate). The solvent is CC(=O)CC.C=1(C(=CC=CC1)C)C (methylethylketone xylene). Product: C(CCC)C1=NC2=C(N1CC1=CC=C(C=C1)C=1C(=CC=CC1)C(=O)OC(C)(C)C)C=C(C=C2)N(C(=O)NC2CCCCC2)CCCC (tert.butyl 4'-[(2-n-butyl-6-(N-cyclohexylaminocarbonyl-n-butylamino)-benzimidazol-1-yl)-methyl]biphenyl-2-carboxylate). As a reaction SMILES: [CH2:1]([C:5]1[N:9]([CH2:10][C:11]2[CH:16]=[CH:15][C:14]([C:17]3[C:18]([C:23]([O:25][C:26]([CH3:29])([CH3:28])[CH3:27])=[O:24])=[CH:19][CH:20]=[CH:21][CH:22]=3)=[CH:13][CH:12]=2)[C:8]2[CH:30]=[C:31]([N:34]([CH2:40][CH2:41][CH2:42][CH2:43]C)[C:35]([N:37](C)[CH3:38])=[O:36])[CH:32]=[CH:33][C:7]=2[N:6]=1)[CH2:2][CH2:3][CH3:4]>CC(CC)=O.C1(C)C(C)=CC=CC=1>[CH2:1]([C:5]1[N:9]([CH2:10][C:11]2[CH:12]=[CH:13][C:14]([C:17]3[C:18]([C:23]([O:25][C:26]([CH3:29])([CH3:28])[CH3:27])=[O:24])=[CH:19][CH:20]=[CH:21][CH:22]=3)=[CH:15][CH:16]=2)[C:8]2[CH:30]=[C:31]([N:34]([CH2:40][CH2:41][CH2:42][CH3:43])[C:35]([NH:37][CH:38]3[CH2:4][CH2:3][CH2:2][CH2:1][CH2:5]3)=[O:36])[CH:32]=[CH:33][C:7]=2[N:6]=1)[CH2:2][CH2:3][CH3:4] |f:1.2|. Reported procedure: tert.butyl 4'-[(2-n-butyl-6-(N-(dimethylaminocarbonyl)-n-pentylamino)-benzimidazol-1-yl)-methyl]biphenyl-2-carboxylate oil, Rf value: 0.50 (Silica gel: methylethylketone/xylene=1:1) The reactants are Cl.NO (hydroxylamine hydrochloride), [OH-].[Na+] (NaOH), COC(CN(C1=CC=CC=C1)C(=O)[C@@H]1[C@@H](CCCC1)C(=O)O)=O (cis-2-[[N-[2-methoxy-2-oxoethyl]-N-phenylamino]carbonyl]-cyclohexanecarbo xylic acid), anhydride, C1(=CC=CC=C1)NCC(=O)OC (methyl N-phenyl-aminoacetate). The solvent is CO (methanol). Run at temperature 15 celsius, time 6 hour. Product: O=CCN(C1=CC=CC=C1)C(=O)[C@@H]1[C@@H](CCCC1)C(=O)O (Cis-2-[[N-[2-oxoethyl]-N-phenylamino]carbonyl]-cyclohexanecarboxylic acid). Reaction SMILES: [OH-].[Na+].C[O:4][C:5](=O)[CH2:6][N:7]([C:14]([C@H:16]1[CH2:21][CH2:20][CH2:19][CH2:18][C@H:17]1[C:22]([OH:24])=[O:23])=[O:15])[C:8]1[CH:13]=[CH:12][CH:11]=[CH:10][CH:9]=1.C1(NCC(OC)=O)C=CC=CC=1.Cl.NO>CO>[O:4]=[CH:5][CH2:6][N:7]([C:14]([C@H:16]1[CH2:21][CH2:20][CH2:19][CH2:18][C@H:17]1[C:22]([OH:24])=[O:23])=[O:15])[C:8]1[CH:13]=[CH:12][CH:11]=[CH:10][CH:9]=1 |f:0.1,4.5|. Reported procedure: A solution of 1.32 g (33 mmoles) of NaOH in 32 ml of methanol, is added under stirring at a temperature of 10° C., with 3.19 g (10 mmoles), of cis-2-[[N-[2-methoxy-2-oxoethyl]-N-phenylamino]carbonyl]-cyclohexanecarbo xylic acid (prepared from the anhydride of the cis-1,2-cychlohexanbicarboxylic acid and methyl N-phenyl-aminoacetate according to a process like that disclosed in the example 2), and then with 0.764 g (11 mmoles) of hydroxylamine hydrochloride. The resulting suspension is maintained... Reactants: [C@@H]12CN(C[C@H]2CC1)CCCOC1=CC=C(C(=O)OC)C=C1 (Methyl 4-{3-[(1R,5S)-3-azabicyclo[3.2.0]hept-3-yl]propoxy}benzoate), [OH-].[Na+] (sodium hydroxide), Cl (HCl). Run in CO (methanol). Product: [C@@H]12CN(C[C@H]2CC1)CCCOC1=CC=C(C(=O)O)C=C1 (4-{3-[(1R,5S)-3-Azabicyclo[3.2.0]hept-3-yl]propoxy}benzoic acid). RXN SMILES: [C@@H:1]12[CH2:7][CH2:6][C@@H:5]1[CH2:4][N:3]([CH2:8][CH2:9][CH2:10][O:11][C:12]1[CH:21]=[CH:20][C:15]([C:16]([O:18]C)=[O:17])=[CH:14][CH:13]=1)[CH2:2]2.[OH-].[Na+].Cl>CO>[C@@H:5]12[CH2:6][CH2:7][C@@H:1]1[CH2:2][N:3]([CH2:8][CH2:9][CH2:10][O:11][C:12]1[CH:13]=[CH:14][C:15]([C:16]([OH:18])=[O:17])=[CH:20][CH:21]=1)[CH2:4]2 |f:1.2|. Reported procedure: A mixture of 3.5 g of the compound of Step 1, of 12.7 ml of 2N sodium hydroxide solution and 8 ml of methanol is heated at reflux for one hour. To the reaction mixture, cooled in an ice bath, there are added 12.7 ml of 2N HCl. The precipitate is washed with water and dried in vacuo.